From a dataset of the Open Reaction Database (ORD), a public repository of structured organic reaction records. describe an organic reaction: reactants, conditions, products, and yield Starting materials: [Br-], Cc1ncc(CN(C(=O)OC(C)(C)C)c2ccc(C#N)cc2)c(C=O)c1OCc1cccc(C#N)c1, [Mg+]C1CC1. Yields the product Cc1ncc(CN(C(=O)OC(C)(C)C)c2ccc(C#N)cc2)c(C(O)C2CC2)c1OCc1cccc(C#N)c1. As a reaction SMILES: [Br-:1].[C:6]([CH3:7])([CH3:8])([CH3:9])[O:10][C:11]([N:12]([c:13]1[cH:14][cH:15][c:16]([C:19]#[N:20])[cH:17][cH:18]1)[CH2:21][c:22]1[cH:23][n:24][c:25]([CH3:40])[c:26]([O:30][CH2:31][c:32]2[cH:33][c:34]([C:38]#[N:39])[cH:35][cH:36][cH:37]2)[c:27]1[CH:28]=[O:29])=[O:41].[CH:2]1([Mg+:5])[CH2:3][CH2:4]1>>[CH:2]1([CH:28]([c:27]2[c:22]([CH2:21][N:12]([C:11]([O:10][C:6]([CH3:7])([CH3:8])[CH3:9])=[O:41])[c:13]3[cH:14][cH:15][c:16]([C:19]#[N:20])[cH:17][cH:18]3)[cH:23][n:24][c:25]([CH3:40])[c:26]2[O:30][CH2:31][c:32]2[cH:33][c:34]([C:38]#[N:39])[cH:35][cH:36][cH:37]2)[OH:29])[CH2:3][CH2:4]1. Starting materials: CCOC(=O)c1nc(S(C)(=O)=O)n(C)c(=O)c1OCc1ccccc1, Cc1nc[nH]n1, CN(C)C=O, [H-], [Na+]. Yields the product CCOC(=O)c1nc(-n2cnc(C)n2)n(C)c(=O)c1OCc1ccccc1. RXN SMILES: [CH2:1]([CH3:2])[O:3][C:4](=[O:5])[c:6]1[n:7][c:8]([S:22]([CH3:23])(=[O:24])=[O:25])[n:9]([CH3:21])[c:10](=[O:20])[c:11]1[O:12][CH2:13][c:14]1[cH:15][cH:16][cH:17][cH:18][cH:19]1.[CH3:26][c:27]1[n:28][nH:29][cH:30][n:31]1.[CH3:34][N:35]([CH3:36])[CH:37]=[O:38].[H-:32].[Na+:33]>>[CH2:1]([CH3:2])[O:3][C:4](=[O:5])[c:6]1[n:7][c:8](-[n:29]2[n:28][c:27]([CH3:26])[n:31][cH:30]2)[n:9]([CH3:21])[c:10](=[O:20])[c:11]1[O:12][CH2:13][c:14]1[cH:15][cH:16][cH:17][cH:18][cH:19]1. Starting materials: C(CCC)C=1N(C(=CN1)\C=C\1/NC(N(C1=O)CCCC)=O)CC1=CC=C(C(=O)OC)C=C1 (methyl Z-4-[[2-butyl-5-[[1-butyl-2,5-dioxo-4-imidazolidinylidene]methyl]-1H-imidazol-1-yl]methyl]benzoate), C(=O)([O-])[O-].[K+].[K+] (K2CO3), C1(=CC=CC=C1)C(C1=CC=CC=C1)Cl (diphenylmethyl chloride). The solvent is CN(C)C=O (DMF). Conditions: time 16 hour. Product: C1(=CC=C(C=C1)CN\1C(N(C(/C1=C/C1=CN=C(N1CC1=CC=C(C(=O)OC)C=C1)CCCC)=O)CCCC)=O)C1=CC=CC=C1 (Methyl Z-4-[[5-[[3-[(1,1'-biphenyl)-4-ylmethyl]-1-butyl-2,5-dioxo-4-imidazolidinylidene]methyl]-2-butyl-1H-imidazol-1-yl]methyl]benzoate). RXN SMILES: [CH2:1]([C:5]1[N:6]([CH2:22][C:23]2[CH:32]=[CH:31][C:26]([C:27]([O:29][CH3:30])=[O:28])=[CH:25][CH:24]=2)[C:7](/[CH:10]=[C:11]2\[NH:12][C:13](=[O:21])[N:14]([CH2:17][CH2:18][CH2:19][CH3:20])[C:15]\2=[O:16])=[CH:8][N:9]=1)[CH2:2][CH2:3][CH3:4].[C:33]([O-])([O-])=O.[K+].[K+].[C:39]1([CH:45](Cl)[C:46]2[CH:51]=[CH:50][CH:49]=[CH:48][CH:47]=2)[CH:44]=[CH:43][CH:42]=[CH:41]C=1>CN(C=O)C>[C:46]1([C:45]2[CH:41]=[CH:42][CH:43]=[CH:44][CH:39]=2)[CH:47]=[CH:48][C:49]([CH2:33][N:12]2[C:13](=[O:21])[N:14]([CH2:17][CH2:18][CH2:19][CH3:20])[C:15](=[O:16])/[C:11]/2=[CH:10]/[C:7]2[N:6]([CH2:22][C:23]3[CH:32]=[CH:31][C:26]([C:27]([O:29][CH3:30])=[O:28])=[CH:25][CH:24]=3)[C:5]([CH2:1][CH2:2][CH2:3][CH3:4])=[N:9][CH:8]=2)=[CH:50][CH:51]=1 |f:1.2.3|. Procedure details: To a solution of methyl Z-4-[[2-butyl-5-[[1-butyl-2,5-dioxo-4-imidazolidinylidene]methyl]-1H-imidazol-1-yl]methyl]benzoate (0.438 g, 1.00 mmol) in DMF (10 mL) is added K2CO3 (0.42 g, 3.00 mmol). After stirring for 5 minutes diphenylmethyl chloride (0.210 g, 1.00 mmol) is added. The mixture is stirred for 16 hours, filtered, and evaporated in vacuo. The gum is dissolved in ethyl acetate and washed with water, brine and dried over MgSO4. Chromatography eluting with (50-100)% ethyl acetate in hexan...